From a dataset of the Open Reaction Database (ORD), a public repository of structured organic reaction records. describe an organic reaction: reactants, conditions, products, and yield Reactants: NC1=C(C=CC(=C1)C)SC1=CC=C(C=C1)O (4-(2-Amino-4-methyl-phenylsulfanyl)-phenol), CC=1C=CC(=C(C1)N)SC1=CC=CC=C1 (5-Methyl-2-phenylsulfanyl-phenylamine), C(#N)C=1C(=NC(=CC1)C1CC1)N=CN(C)C (N′-(3-Cyano-6-cyclopropyl-pyridin-2-yl)-N,N-dimethyl-formamidine), C(#N)C=1C(=NC(=CC1)C1CC1)N=CN(C)C (N′-(3-Cyano-6-cyclopropyl-pyridin-2-yl)-N,N-dimethyl-formamidine), CC=1C=CC(=C(C1)N)SC1=CC=CC=C1 (5-Methyl-2-phenylsulfanyl-phenylamine), C(#N)C=1C(=NC(=CC1)C)N=CN(C)C (N′-(3-Cyano-6-methyl-pyridin-2-yl)-N,N-dimethyl-formamidine). Yields the product C1(CC1)C=1C=CC2=C(N=CN=C2NC2=C(C=CC(=C2)C)SC2=CC=CC=C2)N1 ((7-Cyclopropyl-pyrido[2,3-d]pyrimidin-4-yl)-(5-methyl-2-phenylsulfanyl-phenyl)-amine). RXN SMILES: [CH3:1][C:2]1[CH:3]=[CH:4][C:5]([S:9][C:10]2[CH:15]=[CH:14][CH:13]=[CH:12][CH:11]=2)=[C:6]([NH2:8])[CH:7]=1.C([C:18]1[C:19]([N:27]=[CH:28][N:29]([CH3:31])C)=[N:20][C:21]([CH:24]2[CH2:26][CH2:25]2)=[CH:22][CH:23]=1)#N.NC1C=C(C)C=CC=1SC1C=CC(O)=CC=1.C(C1C(N=CN(C)C)=NC(C)=CC=1)#N>>[CH:24]1([C:21]2[CH:22]=[CH:23][C:18]3[C:31]([NH:8][C:6]4[CH:7]=[C:2]([CH3:1])[CH:3]=[CH:4][C:5]=4[S:9][C:10]4[CH:11]=[CH:12][CH:13]=[CH:14][CH:15]=4)=[N:29][CH:28]=[N:27][C:19]=3[N:20]=2)[CH2:25][CH2:26]1. Reported procedure: The product from Example 5I was reacted with the product from Example 119A using the procedure from Example 102 substituting the product from Example 5I for the product from Example 6c and substituting the product from Example 119A for the product from Example 10B to provide the crude residue which was purified by trituration with methanol to provide the title compound. 1H NMR (300 MHz, DMSO-D6) δ ppm: 1.05-1.19 (m, 4H), 2.22-2.41 (m, 1H), 2.35 (s, 3H), 7.05-7.31 (m, 7H), 7.37 (s, 1H), 7.58 (d, ... Starting materials: CC1(C)OC(CC#N)CC(CC(=O)N(Cc2ccccc2)Cc2ccccc2)O1, CO, [H][H], N. Yields the product CC1(C)OC(CCN)CC(CC(=O)N(Cc2ccccc2)Cc2ccccc2)O1. Reaction SMILES: [C:1](#[N:2])[CH2:3][CH:4]1[CH2:5][CH:6]([CH2:12][C:13](=[O:14])[N:15]([CH2:16][c:17]2[cH:18][cH:19][cH:20][cH:21][cH:22]2)[CH2:23][c:24]2[cH:25][cH:26][cH:27][cH:28][cH:29]2)[O:7][C:8]([CH3:10])([CH3:11])[O:9]1.[CH3:33][OH:34].[H:31][H:32].[NH3:30]>>[CH2:1]([NH2:2])[CH2:3][CH:4]1[CH2:5][CH:6]([CH2:12][C:13](=[O:14])[N:15]([CH2:16][c:17]2[cH:18][cH:19][cH:20][cH:21][cH:22]2)[CH2:23][c:24]2[cH:25][cH:26][cH:27][cH:28][cH:29]2)[O:7][C:8]([CH3:10])([CH3:11])[O:9]1. Procedure: To a solution of 8-bromo-2-tetralone (10 gm, 44.4 mMol) in toluene (175 ml) was added pyrrolidine (6.6 ml), and the solution was stirred at reflux for three hours. The volatiles were removed in vacuo to give 8-bromo-3-pyrrolidino-1,2-dihydronaphthalene as a brown oil. To this oil in p-dioxane (60 mL) was added methyl iodide (20 mL, 322 mMol), and the resulting solution was stirred at reflux for eighteen hours. The reaction mixture was diluted with water (60 mL) and acetic acid (3.2 mL), and heat... The solvent is C1(=CC=CC=C1)C (toluene). Product: BrC=1C=CC=C2C=C(CCC12)N1CCCC1 (8-bromo-3-pyrrolidino-1,2-dihydronaphthalene). As a reaction SMILES: [Br:1][C:2]1[CH:3]=[CH:4][CH:5]=[C:6]2[C:11]=1[CH2:10][C:9](=O)[CH2:8][CH2:7]2.[NH:13]1[CH2:17][CH2:16][CH2:15][CH2:14]1>C1(C)C=CC=CC=1>[Br:1][C:2]1[CH:3]=[CH:4][CH:5]=[C:6]2[C:11]=1[CH2:10][CH2:9][C:8]([N:13]1[CH2:17][CH2:16][CH2:15][CH2:14]1)=[CH:7]2. The reactants are BrC=1C=CC=C2CCC(CC12)=O (8-bromo-2-tetralone), N1CCCC1 (pyrrolidine). RXN SMILES: [C:4]([CH3:5])([CH3:6])([CH3:7])[O:8][C:9](=[O:10])[NH:11][CH2:12][CH:13]1[CH2:14][CH2:15][CH:16]([c:19]2[cH:20][cH:21][c:22]([NH:25][C:26]([C:27]([O:29][CH3:28])=[O:30])=[O:31])[cH:23][cH:24]2)[CH2:17][CH2:18]1.[CH3:32][CH2:33][OH:34].[NH2:2][NH2:3].[OH2:1]>>[NH:2]([NH2:3])[C:27]([C:26]([NH:25][c:22]1[cH:21][cH:20][c:19]([CH:16]2[CH2:15][CH2:14][CH:13]([CH2:12][NH:11][C:9]([O:8][C:4]([CH3:5])([CH3:6])[CH3:7])=[O:10])[CH2:18][CH2:17]2)[cH:24][cH:23]1)=[O:31])=[O:29]. Reactants: COC(=O)C(=O)Nc1ccc(C2CCC(CNC(=O)OC(C)(C)C)CC2)cc1, CCO, NN, O. Yields the product CC(C)(C)OC(=O)NCC1CCC(c2ccc(NC(=O)C(=O)NN)cc2)CC1. Starting materials: COC1=CC(=C(C(=O)OC)C=C1)OS(=O)(=O)C(F)(F)F (Methyl 4-(methyloxy)-2-{[(trifluoromethyl)sulfonyl]oxy}benzoate), C#CCCCCCCCC (1-decyne). The reagents and catalysts are [Cu]I (CuI), Cl[Pd]([P](C1=CC=CC=C1)(C2=CC=CC=C2)C3=CC=CC=C3)([P](C4=CC=CC=C4)(C5=CC=CC=C5)C6=CC=CC=C6)Cl (Pd(PPh3)2Cl2). Product: C(#CCCCCCCCC)C1=C(C(=O)OC)C=CC(=C1)OC (Methyl 2-(1-decyn-1-yl)-4-(methyloxy)benzoate). Yield: 100.0%. As a reaction SMILES: [CH3:1][O:2][C:3]1[CH:12]=[CH:11][C:6]([C:7]([O:9][CH3:10])=[O:8])=[C:5](OS(C(F)(F)F)(=O)=O)[CH:4]=1.[CH:21]#[C:22][CH2:23][CH2:24][CH2:25][CH2:26][CH2:27][CH2:28][CH2:29][CH3:30]>Cl[Pd](Cl)([P](C1C=CC=CC=1)(C1C=CC=CC=1)C1C=CC=CC=1)[P](C1C=CC=CC=1)(C1C=CC=CC=1)C1C=CC=CC=1.[Cu]I>[C:21]([C:5]1[CH:4]=[C:3]([O:2][CH3:1])[CH:12]=[CH:11][C:6]=1[C:7]([O:9][CH3:10])=[O:8])#[C:22][CH2:23][CH2:24][CH2:25][CH2:26][CH2:27][CH2:28][CH2:29][CH3:30] |^1:33,52|. Procedure details: Coupling of methyl 4-(methyloxy)-2-{[(trifluoromethyl)sulfonyl]oxy}benzoate (77) (0.81 g, 2.58 mmol) with 1-decyne (0.95 mL, 5.16 mmol) using Pd(PPh3)2Cl2 and CuI gave 0.78 g (˜100%) of the title compound (191) as a dark brown oil. 1H NMR (400 MHz, CDCl3): δ 0.85-−0.90 (m, 3H), 1.20-1.40 (m, 8H), 1.40-1.55 (m, 2H), 1.60-1.70 (m, 2H), 2.47 (t, J=7.2 Hz, 2H), 3.83 (s, 3H), 3.87 (s, 3H), 6.82 (dd, J1=8.8 Hz, J2=2.6 Hz, 1H), 6.99 (d, J=2.3 Hz, 1H), 7.88 (d, J=8.7 Hz, 1H). LCMS (APCI): m/z 325 (M+Na)... Starting materials: Brc1ccc2c(-c3c(-c4ccccn4)nn4c3CCC4)ccnc2c1, ClCCl, O=S(=O)(Cl)Cl, c1ccncc1. Yields the product ClC1CCn2nc(-c3ccccn3)c(-c3ccnc4cc(Br)ccc34)c21. As a reaction SMILES: [Br:9][c:10]1[cH:11][cH:12][c:13]2[c:14](-[c:20]3[c:21]4[n:22]([n:23][c:24]3-[c:25]3[n:26][cH:27][cH:28][cH:29][cH:30]3)[CH2:31][CH2:32][CH2:33]4)[cH:15][cH:16][n:17][c:18]2[cH:19]1.[Cl:6][CH2:7][Cl:8].[S:1]([Cl:2])([Cl:3])(=[O:4])=[O:5].[cH:34]1[cH:35][cH:36][n:37][cH:38][cH:39]1>>[CH:7]1([Cl:8])[c:21]2[c:20](-[c:14]3[c:13]4[cH:12][cH:11][c:10]([Br:9])[cH:19][c:18]4[n:17][cH:16][cH:15]3)[c:24](-[c:25]3[n:26][cH:27][cH:28][cH:29][cH:30]3)[n:23][n:22]2[CH2:31][CH2:32]1. Reactants: 48, C12CC3N(CC(CC(C1)C3)C2)CCC(C2=CC=CC=C2)(C2=CC=CC=C2)C2=NN=NN2 (5-{3-[4-azatricyclo(4.3.1.13,8)undecan-4-yl]-1,1-diphenylpropyl}-1H-tetrazole), C(C)(=O)OC(C)=O (acetic anhydride), N1=CC=CC=C1 (pyridine), resultant mixture. Solvent: O (water). Yields the product C12CC3N(CC(CC(C1)C3)C2)CCC(C2=CC=CC=C2)(C2=CC=CC=C2)C=2OC(=NN2)C (2-{3-[4-azatricyclo(4.3.1.13,8)undecan-4-yl]-1,1-diphenylpropyl}-5-methyl-1,3,4-oxadiazole). RXN SMILES: [CH:1]12[CH2:11][CH:6]3[CH2:7][CH:8]([CH2:10][CH:3]([N:4]([CH2:12][CH2:13][C:14]([C:27]4[NH:31][N:30]=NN=4)([C:21]4[CH:26]=[CH:25][CH:24]=[CH:23][CH:22]=4)[C:15]4[CH:20]=[CH:19][CH:18]=[CH:17][CH:16]=4)[CH2:5]3)[CH2:2]1)[CH2:9]2.[C:32](OC(=O)C)(=[O:34])[CH3:33].N1C=CC=CC=1>O>[CH:8]12[CH2:7][CH:6]3[CH2:11][CH:1]([CH2:2][CH:3]([N:4]([CH2:12][CH2:13][C:14]([C:27]4[O:34][C:32]([CH3:33])=[N:30][N:31]=4)([C:21]4[CH:22]=[CH:23][CH:24]=[CH:25][CH:26]=4)[C:15]4[CH:16]=[CH:17][CH:18]=[CH:19][CH:20]=4)[CH2:5]3)[CH2:10]1)[CH2:9]2. Procedure: A solution of 48 parts of 5-{3-[4-azatricyclo(4.3.1.13,8)undecan-4-yl]-1,1-diphenylpropyl}-1H-tetrazole and 140 parts of acetic anhydride in 400 parts of pyridine is heated at the boiling point under reflux for 3 hours, then cooled and thereupon diluted with 100 parts of water. The resultant mixture is stirred for 10 minutes, whereupon solvent is removed by vacuum distillation and the residue partitioned between a saturated aqueous solution of sodium bicarbonate and diethyl ether. The ethereal p...